Task: describe an organic reaction: reactants, conditions, products, and yield. Dataset: the Open Reaction Database (ORD), a public repository of structured organic reaction records Starting materials: C1COCCO1, CCN(C(C)C)C(C)C, O=C(O)C(F)(F)F, NS(N)(=O)=O, CC(C)(C)OC(=O)N1CCCC(C(O)(CCCN)c2cccc(Cl)c2)C1. The product is CC(C)(C)OC(=O)N1CCCC(C(O)(CCCNS(N)(=O)=O)c2cccc(Cl)c2)C1. As a reaction SMILES: [CH2:48]1[O:49][CH2:50][CH2:51][O:52][CH2:53]1.[CH:39]([N:40]([CH2:41][CH3:42])[CH:43]([CH3:44])[CH3:45])([CH3:46])[CH3:47].[F:1][C:2]([F:3])([F:4])[C:5]([OH:6])=[O:7].[NH2:34][S:35]([NH2:36])(=[O:37])=[O:38].[NH2:8][CH2:9][CH2:10][CH2:11][C:12]([OH:13])([c:14]1[cH:15][c:16]([Cl:20])[cH:17][cH:18][cH:19]1)[CH:21]1[CH2:22][N:23]([C:27](=[O:28])[O:29][C:30]([CH3:31])([CH3:32])[CH3:33])[CH2:24][CH2:25][CH2:26]1>>[NH:8]([CH2:9][CH2:10][CH2:11][C:12]([OH:13])([c:14]1[cH:15][c:16]([Cl:20])[cH:17][cH:18][cH:19]1)[CH:21]1[CH2:22][N:23]([C:27](=[O:28])[O:29][C:30]([CH3:31])([CH3:32])[CH3:33])[CH2:24][CH2:25][CH2:26]1)[S:35]([NH2:34])(=[O:37])=[O:38]. Reactants: C(CC)OC([C@H](CC1=CC=C(C=C1)C=1C(N(C(N(C1C)C)=O)C)=O)NC(C1=C(C=C(C=C1F)C#N)F)=O)=O ((S)-2-(4-cyano-2,6-difluoro-benzoylamino)-3-[4-(1,3,6-trimethyl-2,4-dioxo-1,2,3,4-tetrahydro-pyrimidin-5-yl)-phenyl]-propionic acid propyl ester), crude product, C(C)(C)O (isopropyl alcohol), [BH4-].[Na+] (sodium borohydride), C(=O)(C(F)(F)F)O (TFA). Solvent: C1CCOC1 (THF), C(C)(=O)OC(C)C (isopropyl acetate), C1CCOC1 (THF). Reaction conditions: time 10 minute. Yields the product C(CC)OC([C@H](CC1=CC=C(C=C1)C=1C(N(C(N(C1C)C)=O)C)=O)NC(C1=C(C=C(C=C1F)CN)F)=O)=O ((S)-2-(4-aminomethyl-2,6-difluorobenzoylamino)-3-[4-(1,3,6-trimethyl-2,4-dioxo-1,2,3,4-tetrahydropyrimidin-5-yl)phenyl]propionic acid propyl ester). The yield is 74.5%. Reaction SMILES: [BH4-].[Na+].C(O)(C(F)(F)F)=O.[CH2:10]([O:13][C:14](=[O:47])[C@@H:15]([NH:34][C:35](=[O:46])[C:36]1[C:41]([F:42])=[CH:40][C:39]([C:43]#[N:44])=[CH:38][C:37]=1[F:45])[CH2:16][C:17]1[CH:22]=[CH:21][C:20]([C:23]2[C:24](=[O:33])[N:25]([CH3:32])[C:26](=[O:31])[N:27]([CH3:30])[C:28]=2[CH3:29])=[CH:19][CH:18]=1)[CH2:11][CH3:12].C(O)(C)C>C1COCC1.C(OC(C)C)(=O)C>[CH2:10]([O:13][C:14](=[O:47])[C@@H:15]([NH:34][C:35](=[O:46])[C:36]1[C:37]([F:45])=[CH:38][C:39]([CH2:43][NH2:44])=[CH:40][C:41]=1[F:42])[CH2:16][C:17]1[CH:22]=[CH:21][C:20]([C:23]2[C:24](=[O:33])[N:25]([CH3:32])[C:26](=[O:31])[N:27]([CH3:30])[C:28]=2[CH3:29])=[CH:19][CH:18]=1)[CH2:11][CH3:12] |f:0.1|. Procedure details: To solution of sodium borohydride (0.29 g, 7.62 mmol, 2 eq.) in THF (5 ml) was added TFA (566 μL, 7.62 mmol, 2 eq.), the reaction was stirred for 10 min., and then a solution of (S)-2-(4-cyano-2,6-difluoro-benzoylamino)-3-[4-(1,3,6-trimethyl-2,4-dioxo-1,2,3,4-tetrahydro-pyrimidin-5-yl)-phenyl]-propionic acid propyl ester (2.0 g, 3.81 mmol) in THF (6 ml) was added drop wise (flask was rinsed w/THF (2×1 ml) and added to reaction). The reaction was stirred at room temperature under nitrogen for 1.3... The reactants are COC(N)=O, CCC1CC(=O)N1c1ccc(C(F)(F)F)cc1, CC(C)(C)[O-], Cc1ccccc1, [Li+], C1CCOC1, C1CCOC1, O. Yields the product CCC(CC(=O)NC(=O)OC)Nc1ccc(C(F)(F)F)cc1. Reaction SMILES: [C:18]([NH2:19])([O:20][CH3:21])=[O:22].[CH2:1]([CH3:2])[CH:3]1[CH2:4][C:5](=[O:17])[N:6]1[c:7]1[cH:8][cH:9][c:10]([C:13]([F:14])([F:15])[F:16])[cH:11][cH:12]1.[CH3:28][C:29]([CH3:30])([O-:31])[CH3:32].[CH3:40][c:41]1[cH:42][cH:43][cH:44][cH:45][cH:46]1.[Li+:33].[O:23]1[CH2:24][CH2:25][CH2:26][CH2:27]1.[O:35]1[CH2:36][CH2:37][CH2:38][CH2:39]1.[OH2:34]>>[CH2:1]([CH3:2])[CH:3]([CH2:4][C:5](=[O:17])[NH:19][C:18]([O:20][CH3:21])=[O:22])[NH:6][c:7]1[cH:8][cH:9][c:10]([C:13]([F:14])([F:15])[F:16])[cH:11][cH:12]1. Starting materials: [N+](=O)([O-])C1=CC=CC=2N=C(NC21)C(F)(F)F (4-nitro-2-trifluoromethylbenzimidazole). Reagents/catalysts: [Pd] (Pd/C). Solvent: CO (methanol). Yields the product NC1=CC=CC=2N=C(NC21)C(F)(F)F (4-amino-2-trifluoromethylbenzimidazole). The yield is 92.8%. As a reaction SMILES: [N+:1]([C:4]1[C:12]2[NH:11][C:10]([C:13]([F:16])([F:15])[F:14])=[N:9][C:8]=2[CH:7]=[CH:6][CH:5]=1)([O-])=O>CO.[Pd]>[NH2:1][C:4]1[C:12]2[NH:11][C:10]([C:13]([F:16])([F:15])[F:14])=[N:9][C:8]=2[CH:7]=[CH:6][CH:5]=1. Procedure: To a solution of 4-nitro-2-trifluoromethylbenzimidazole (700 mg, 3.0 mmol) in methanol(50 ml)and was added 10% Pd/C (200 mg). The mixture was flushed with argon, then hydrogen was bubbled through the solution for 10 min. and a hydrogen atmosphere was maintained at balloon pressure overnight. The mixture was filtered through celite and the celite was washed with methanol. The solvent was evaporated and chromatography of the resulting solid on silica gel (10%MeOH/CH2Cl2) gave the desired product (...